This data is from the Open Reaction Database (ORD), a public repository of structured organic reaction records. The task is: describe an organic reaction: reactants, conditions, products, and yield Starting materials: N1C(=CC2=CC=CC=C12)C(=O)O (1H-indole-2-carboxylic acid), O (water), BrC1=CC=C(C=C1)C(C)C (4-bromocumene), C([O-])([O-])=O.[K+].[K+] (potassium carbonate). Reagents/catalysts: [Cu]=O (copper oxide). Run in CN(C=O)C (dimethylformamide). Product: C(C)(C)C1=CC=C(C=C1)N1C(=CC2=CC=CC=C12)C(=O)O (1-(4-Isopropylphenyl)-1H-indole-2-carboxylic acid). Reaction SMILES: [NH:1]1[C:9]2[C:4](=[CH:5][CH:6]=[CH:7][CH:8]=2)[CH:3]=[C:2]1[C:10]([OH:12])=[O:11].Br[C:14]1[CH:19]=[CH:18][C:17]([CH:20]([CH3:22])[CH3:21])=[CH:16][CH:15]=1.C(=O)([O-])[O-].[K+].[K+].O>CN(C)C=O.[Cu]=O>[CH:20]([C:17]1[CH:18]=[CH:19][C:14]([N:1]2[C:9]3[C:4](=[CH:5][CH:6]=[CH:7][CH:8]=3)[CH:3]=[C:2]2[C:10]([OH:12])=[O:11])=[CH:15][CH:16]=1)([CH3:22])[CH3:21] |f:2.3.4|. Procedure details: A suspension of 128.8 g (0.8 mol) of 1H-indole-2-carboxylic acid, of 159.2 g (0.8 mol) of 4-bromocumene, of 111.6 g (0.808 mol) of potassium carbonate and of 8 g (0.1 mol) of copper oxide in 200 ml of dimethylformamide is stirred at reflux for 24 hours. After cooling, 6 l of water are added to the beige suspension obtained. The suspension is filtered and then the insoluble material is taken up in 1 l of a 5N hydrochloric acid solution. This mixture is extracted with 500 ml of dichloromethane. Th... The product is IC=1C=NN(C1)CCN1CCN(CC1)C (1-(2-(4-iodo-1H-pyrazol-1-yl)ethyl)-4-methylpiperazine). Yield: 67.6%. Reaction SMILES: CC1C=CC(S(O[CH2:12][CH2:13][N:14]2[CH:18]=[C:17]([I:19])[CH:16]=[N:15]2)(=O)=O)=CC=1.[CH3:20][N:21]1[CH2:26][CH2:25][NH:24][CH2:23][CH2:22]1>C(#N)C>[I:19][C:17]1[CH:16]=[N:15][N:14]([CH2:13][CH2:12][N:24]2[CH2:25][CH2:26][N:21]([CH3:20])[CH2:22][CH2:23]2)[CH:18]=1. Run at time 3 day. Reactants: CC1=CC=C(C=C1)S(=O)(=O)OCCN1N=CC(=C1)I (2-(4-iodo-1H-pyrazol-1-yl)ethyl 4-methylbenzenesulfonate), CN1CCNCC1 (1-methylpiperazine). Solvent: C(C)#N (acetonitrile). Procedure: A solution of 2-(4-iodo-1H-pyrazol-1-yl)ethyl 4-methylbenzenesulfonate (Preparation 58, 377 mg, 0.961 mmol) in acetonitrile (6 mL) was treated with 1-methylpiperazine (1.1 mL, 9.88 mmol). The resulting mixture was stirred at room temperature for 3 days. The majority of the solvent was removed under reduced pressure and the residue partitioned between saturated aqueous NaHCO3 and EtOAc. The aqueous layer was extracted with EtOAc twice and the combined organic layers washed with water, brine, drie... The reactants are O=C1CCC(=O)N1Br, ClCCl, c1ccc(P(c2ccccc2)c2ccccc2)cc1, OCCCc1cccs1. Product: BrCCCc1cccs1. Reaction SMILES: [Br:29][N:30]1[C:31](=[O:32])[CH2:33][CH2:34][C:35]1=[O:36].[CH2:37]([Cl:38])[Cl:39].[c:10]1([P:11]([c:12]2[cH:13][cH:14][cH:15][cH:16][cH:17]2)[c:18]2[cH:19][cH:20][cH:21][cH:22][cH:23]2)[cH:24][cH:25][cH:26][cH:27][cH:28]1.[s:1]1[c:2]([CH2:6][CH2:7][CH2:8][OH:9])[cH:3][cH:4][cH:5]1>>[s:1]1[c:2]([CH2:6][CH2:7][CH2:8][Br:29])[cH:3][cH:4][cH:5]1. Starting materials: COC(=O)CO, CN(C)C=O, O=[N+]([O-])c1c(Cl)ncnc1Cl, [H-], [Na+], O. The product is COC(=O)COc1ncnc(Cl)c1[N+](=O)[O-]. RXN SMILES: [C:1]([CH2:2][OH:3])(=[O:4])[O:5][CH3:6].[CH:21]([N:22]([CH3:23])[CH3:24])=[O:25].[Cl:9][c:10]1[n:11][cH:12][n:13][c:14]([Cl:19])[c:15]1[N+:16](=[O:17])[O-:18].[H-:7].[Na+:8].[OH2:20]>>[C:1]([CH2:2][O:3][c:14]1[n:13][cH:12][n:11][c:10]([Cl:9])[c:15]1[N+:16](=[O:17])[O-:18])(=[O:4])[O:5][CH3:6]. Reactants: NC1=C(C=C2C(C(N(C2=C1)CC)=O)(C)C)[N+](=O)[O-] (6-amino-1-ethyl-3,3-dimethyl-5-nitro-1,3-dihydro-indol-2-one). Run in C(C)O (ethanol). Run at time 3.5 hour. Yields the product NC=1C=C2C(C(N(C2=CC1N)CC)=O)(C)C (5,6-Diamino-1-ethyl-3,3-dimethyl-1,3-dihydro-indol-2-one). Reaction SMILES: [NH2:1][C:2]1[CH:10]=[C:9]2[C:5]([C:6]([CH3:15])([CH3:14])[C:7](=[O:13])[N:8]2[CH2:11][CH3:12])=[CH:4][C:3]=1[N+:16]([O-])=O>C(O)C>[NH2:16][C:3]1[CH:4]=[C:5]2[C:9](=[CH:10][C:2]=1[NH2:1])[N:8]([CH2:11][CH3:12])[C:7](=[O:13])[C:6]2([CH3:14])[CH3:15]. Reported procedure: To a solution of 6-amino-1-ethyl-3,3-dimethyl-5-nitro-1,3-dihydro-indol-2-one (4.15 g, 16.65 mmol) in ethanol (80 ml) PtO2 (0.4 g) was added and the mixture hydrogenated at room temperature for 3.5 h. After filtration and evaporation of the solvents 3.25 g (89%) 5,6-diamino-1-ethyl-3,3-dimethyl-1,3-dihydro-indol-2-one was isolated as orange solid. Reactants: O (Water), C(C1=CC=CC=C1)OC=1C=C(C=NC1Cl)CO ((5-(benzyloxy)-6-chloropyridin-3-yl)methanol), C(C)(C)(C)[Si](Cl)(C)C (tert-butyldimethylchlorosilane), N1C=NC=C1 (imidazole). Solvent: CN(C)C=O (DMF). Reaction conditions: time 14 hour. Yields the product C(C1=CC=CC=C1)OC=1C(=NC=C(C1)CO[Si](C)(C)C(C)(C)C)Cl (3-(benzyloxy)-5-(((tert-butyldimethylsilyl)oxy)methyl)-2-chloropyridine). Yield: 102.9%. As a reaction SMILES: [CH2:1]([O:8][C:9]1[CH:10]=[C:11]([CH2:16][OH:17])[CH:12]=[N:13][C:14]=1[Cl:15])[C:2]1[CH:7]=[CH:6][CH:5]=[CH:4][CH:3]=1.[C:18]([Si:22]([CH3:25])([CH3:24])Cl)([CH3:21])([CH3:20])[CH3:19].N1C=CN=C1.O>CN(C=O)C>[CH2:1]([O:8][C:9]1[C:14]([Cl:15])=[N:13][CH:12]=[C:11]([CH2:16][O:17][Si:22]([C:18]([CH3:21])([CH3:20])[CH3:19])([CH3:25])[CH3:24])[CH:10]=1)[C:2]1[CH:3]=[CH:4][CH:5]=[CH:6][CH:7]=1. Reported procedure: To a solution of (5-(benzyloxy)-6-chloropyridin-3-yl)methanol (1.76 g) and tert-butyldimethylchlorosilane (1.59 g) in DMF (10 mL) was added imidazole (960 mg), and the mixture was stirred at room temperature for 14 hr. Water was added to the reaction mixture at room temperature, and the mixture was extracted with ethyl acetate. The extract was washed with water and saturated brine, and dried over anhydrous magnesium sulfate. The solvent was evaporated under reduced pressure, and the residue was ...